This data is from the Open Reaction Database (ORD), a public repository of structured organic reaction records. The task is: describe an organic reaction: reactants, conditions, products, and yield Reactants: ClC1=CC(=CC=C1)C(=O)OO (m-chloroperbenzoic acid), CSC(C1=CC=C(C=C1)OC)C1=CC=C(C=C1)OC (bis(p-methoxyphenyl)methyl methyl sulfide). Run in C(Cl)(Cl)Cl (chloroform), C(Cl)(Cl)Cl (chloroform). Conditions: temperature 0 celsius, time 2.5 hour. Product: CS(=O)C(C1=CC=C(C=C1)OC)C1=CC=C(C=C1)OC (Bis(p-methoxyphenyl)methyl methyl sulfoxide). The yield is 104.7%. Reaction SMILES: ClC1C=CC=C(C(OO)=[O:9])C=1.[CH3:12][S:13][CH:14]([C:23]1[CH:28]=[CH:27][C:26]([O:29][CH3:30])=[CH:25][CH:24]=1)[C:15]1[CH:20]=[CH:19][C:18]([O:21][CH3:22])=[CH:17][CH:16]=1>C(Cl)(Cl)Cl>[CH3:12][S:13]([CH:14]([C:15]1[CH:16]=[CH:17][C:18]([O:21][CH3:22])=[CH:19][CH:20]=1)[C:23]1[CH:24]=[CH:25][C:26]([O:29][CH3:30])=[CH:27][CH:28]=1)=[O:9]. Procedure: A 50 ml. chloroform solution of 0.014 mole (2.4 grams) of m-chloroperbenzoic acid was slowly added to a stirred, cooled (0° C.), 25 ml. chloroform solution of 3.4 grams (0.0125 mole) of bis(p-methoxyphenyl)methyl methyl sulfide. The solution was kept at 0° C. for 2.5 hours, then warmed to an ambient temperature and maintained there for 2.5 hours, washed with 100 ml. of 10 percent aqueous potassium carbonate solution, 100 ml. of water and dried with Na2SO4. The solvent was removed to give 3.8 gra...